Dataset: the Open Reaction Database (ORD), a public repository of structured organic reaction records. Task: describe an organic reaction: reactants, conditions, products, and yield Reactants: CC(C)(C)[O-], CS(C)=O, [K+], O, CC1C(O)CC(C[Si](C)(C)C)N1C(=O)OCc1ccccc1. Product: CC1CC(O)C(C)N1C(=O)OCc1ccccc1. RXN SMILES: [CH3:23][C:24]([CH3:25])([O-:26])[CH3:27].[CH3:30][S:31]([CH3:32])=[O:33].[K+:28].[OH2:29].[OH:1][CH:2]1[CH:3]([CH3:22])[N:4]([C:12](=[O:13])[O:14][CH2:15][c:16]2[cH:17][cH:18][cH:19][cH:20][cH:21]2)[CH:5]([CH2:7][Si:8]([CH3:9])([CH3:10])[CH3:11])[CH2:6]1>>[OH:1][CH:2]1[CH:3]([CH3:22])[N:4]([C:12](=[O:13])[O:14][CH2:15][c:16]2[cH:17][cH:18][cH:19][cH:20][cH:21]2)[CH:5]([CH3:7])[CH2:6]1.